This data is from the Open Reaction Database (ORD), a public repository of structured organic reaction records. The task is: describe an organic reaction: reactants, conditions, products, and yield The reactants are [Na][Na] (disodium), OC=1C(=C(C(=O)O)C=CC1)C (3-hydroxy-2-methylbenzoic acid), C(C)(=O)OC(C)=O (acetic anhydride). The product is C(C)(=O)OC=1C(=C(C(=O)O)C=CC1)C (3-acetoxy-2-methylbenzoic acid). Reaction SMILES: [Na][Na].[OH:3][C:4]1[C:5]([CH3:13])=[C:6]([CH:10]=[CH:11][CH:12]=1)[C:7]([OH:9])=[O:8].[C:14](OC(=O)C)(=[O:16])[CH3:15]>>[C:14]([O:3][C:4]1[C:5]([CH3:13])=[C:6]([CH:10]=[CH:11][CH:12]=1)[C:7]([OH:9])=[O:8])(=[O:16])[CH3:15]. Reported procedure: The disodium salt of 3-hydroxy-2-methylbenzoic acid (2) is reacted with acetic anhydride without intermediate isolation to give 3-acetoxy-2-methylbenzoic acid (3) ##STR3##